The task is: describe an organic reaction: reactants, conditions, products, and yield. This data is from the Open Reaction Database (ORD), a public repository of structured organic reaction records. Product: C(C)OC(=O)C=1C(NC(=CC1C(=O)OCC)C1=CC=C(C=C1)OC)=O (3,4-Diethoxycarbonyl-6-(4-methoxyphenyl)-2-pyridone). Reaction conditions: time 8 hour. Reactants: NC1=NC(=CC(=C1C(=O)OCC)C(=O)OCC)C1=CC=C(C=C1)OC (2-amino-3,4-diethoxycarbonyl-6-(4-methoxyphenyl)pyridine), Cl (hydrochloric acid), O1CCOCC1 (dioxane), N(=O)[O-].[Na+] (sodium nitrite). Reported procedure: To 100 mg of 2-amino-3,4-diethoxycarbonyl-6-(4-methoxyphenyl)pyridine were added 2 ml of 1N hydrochloric acid and 5 ml of dioxane, and thereto was added dropwise a solution of 26 mg (1.3 eq.) of sodium nitrite dissolved in 0.5 ml of water under ice-cooling. The mixture was stirred at room temperature overnight. The solvent was distilled off. The residue was neutralized with sodium hydrogencarbonate, followed by extraction with ethyl acetate. The organic layer was washed with a saturated aqueous ... RXN SMILES: N[C:2]1[C:7]([C:8]([O:10][CH2:11][CH3:12])=[O:9])=[C:6]([C:13]([O:15][CH2:16][CH3:17])=[O:14])[CH:5]=[C:4]([C:18]2[CH:23]=[CH:22][C:21]([O:24][CH3:25])=[CH:20][CH:19]=2)[N:3]=1.Cl.[O:27]1CCOCC1.N([O-])=O.[Na+]>O>[CH2:11]([O:10][C:8]([C:7]1[C:2](=[O:27])[NH:3][C:4]([C:18]2[CH:23]=[CH:22][C:21]([O:24][CH3:25])=[CH:20][CH:19]=2)=[CH:5][C:6]=1[C:13]([O:15][CH2:16][CH3:17])=[O:14])=[O:9])[CH3:12] |f:3.4|. Run in O (water). Starting materials: [C@@H]1([C@H](O)[C@H](O)[C@@H](C(O)C(=O)O)O1)N1C=NC=2C(N)=NC=NC12 (adenosine-5'-carboxylic acid), C(C)O (ethanol). Product: C(C)OC(=O)C([C@@H]1[C@H]([C@H]([C@@H](O1)N1C=NC=2C(N)=NC=NC12)O)O)O (adenosine-5'-carboxylic acid ethyl ester). The yield is 78.0%. As a reaction SMILES: [C@@H:1]1([N:13]2[C:22]3[N:21]=[CH:20][N:19]=[C:17]([NH2:18])[C:16]=3[N:15]=[CH:14]2)[O:12][C@H:6]([CH:7]([C:9]([OH:11])=[O:10])[OH:8])[C@@H:4]([OH:5])[C@H:2]1[OH:3].[CH2:23](O)[CH3:24]>>[CH2:23]([O:10][C:9]([CH:7]([OH:8])[C@H:6]1[O:12][C@@H:1]([N:13]2[C:22]3[N:21]=[CH:20][N:19]=[C:17]([NH2:18])[C:16]=3[N:15]=[CH:14]2)[C@H:2]([OH:3])[C@@H:4]1[OH:5])=[O:11])[CH3:24]. Procedure details: In an analogous manner, by the reaction of free adenosine-5'-carboxylic acid with ethanol, there is obtained adenosine-5'-carboxylic acid ethyl ester in a yield of 78% of theory (m.p. 204°-205° C.) and by the reaction of free adenosine-5'-carboxylic acid with n-butanol, there is obtained adenosine-5'-carboxylic acid n-butyl ester in a yield of 54% of theory (m.p. 167° C.). The reactants are ClC1=CC=C(CN2CCC(CC2)N)C=C1 (1-(4-chlorobenzyl)-piperidin-4-yl amine), ClC=1N=NC(=CC1)Cl (3,6-dichloropyridazine), C([O-])([O-])=O.[Na+].[Na+] (sodium carbonate). Solvent: CC(=O)N(C)C (dimethylacetamide), O (water). Conditions: temperature 120 celsius. Yields the product ClC1=CC=C(CN2CCC(CC2)NC=2N=NC(=CC2)Cl)C=C1 (N-[1-(4-chlorobenzyl)piperidin-4-yl]-6-chloropyridazin-3-amine). As a reaction SMILES: [Cl:1][C:2]1[CH:15]=[CH:14][C:5]([CH2:6][N:7]2[CH2:12][CH2:11][CH:10]([NH2:13])[CH2:9][CH2:8]2)=[CH:4][CH:3]=1.[Cl:16][C:17]1[N:18]=[N:19][C:20](Cl)=[CH:21][CH:22]=1.C(=O)([O-])[O-].[Na+].[Na+]>CC(N(C)C)=O.O>[Cl:1][C:2]1[CH:3]=[CH:4][C:5]([CH2:6][N:7]2[CH2:8][CH2:9][CH:10]([NH:13][C:20]3[N:19]=[N:18][C:17]([Cl:16])=[CH:22][CH:21]=3)[CH2:11][CH2:12]2)=[CH:14][CH:15]=1 |f:2.3.4|. Procedure: A solution of 1-(4-chlorobenzyl)-piperidin-4-yl amine (1 g, 4.45 mmol) (prepared by a procedure similar to that described in WO2001098273), 3,6-dichloropyridazine (670 mg, 4.45 mmol) and sodium carbonate (940 mg, 8.90 mmol) in dimethylacetamide (5 ml) was heated at 120° C. in a microwave reactor (Emrys Optimizer; 0-9 Barr) for 40 minutes. After this period, the reaction mixture was diluted with water and extracted with dichloromethane. The organic layer was dried (MgSO4), filtered and the solven... Starting materials: Cc1c[nH]c2ccc(Oc3ccnc(N)c3)cc12, CNC(=O)Oc1ccccc1, CN(C)C=O, [H-], [Na+], O. The product is CNC(=O)n1cc(C)c2cc(Oc3ccnc(N)c3)ccc21. As a reaction SMILES: [CH3:12][c:13]1[cH:14][nH:15][c:16]2[cH:17][cH:18][c:19]([O:22][c:23]3[cH:24][c:25]([NH2:29])[n:26][cH:27][cH:28]3)[cH:20][c:21]12.[CH3:1][NH:2][C:3]([O:4][c:6]1[cH:7][cH:8][cH:9][cH:10][cH:11]1)=[O:5].[CH3:32][N:33]([CH3:34])[CH:35]=[O:36].[H-:30].[Na+:31].[OH2:37]>>[CH3:1][NH:2][C:3](=[O:4])[n:15]1[cH:14][c:13]([CH3:12])[c:21]2[c:16]1[cH:17][cH:18][c:19]([O:22][c:23]1[cH:24][c:25]([NH2:29])[n:26][cH:27][cH:28]1)[cH:20]2. Procedure: 1-[2-((R)-6,8-Dichloro-2-methyl-1,2,3,4-tetrahydroisoquinolin-4-yl)phenyl]-3-(2,2-diethoxyethyl)urea (65 mg) was dissolved in formic acid (0.4 ml) and stirred at room temperature for 2 hours. Subsequently, the mixture was admixed with water and neutralized with saturated sodium hydrogencarbonate solution. After extracting three times with ethyl acetate, the combined organic phases were dried over magnesium sulfate, filtered, concentrated and purified by means of preparative chromatography. The f... Reaction conditions: time 2 hour. As a reaction SMILES: [Cl:1][C:2]1[CH:3]=[C:4]2[C:9](=[C:10]([Cl:12])[CH:11]=1)[CH2:8][N:7]([CH3:13])[CH2:6][C@H:5]2[C:14]1[CH:19]=[CH:18][CH:17]=[CH:16][C:15]=1[NH:20][C:21]([NH:23][CH2:24][CH:25](OCC)OCC)=[O:22].O.C(=O)([O-])O.[Na+]>C(O)=O>[ClH:1].[Cl:1][C:2]1[CH:3]=[C:4]2[C:9](=[C:10]([Cl:12])[CH:11]=1)[CH2:8][N:7]([CH3:13])[CH2:6][C@H:5]2[C:14]1[CH:19]=[CH:18][CH:17]=[CH:16][C:15]=1[N:20]1[CH:25]=[CH:24][NH:23][C:21]1=[O:22] |f:2.3,5.6|. Solvent: C(=O)O (formic acid). The product is Cl.ClC=1C=C2[C@@H](CN(CC2=C(C1)Cl)C)C1=C(C=CC=C1)N1C(NC=C1)=O (1-[2-((R)-6,8-Dichloro-2-methyl-1,2,3,4-tetrahydroisoquinolin-4-yl)phenyl]-1,3-dihydroimidazol-2-one hydrochloride). Starting materials: O (water), ClC=1C=C2[C@@H](CN(CC2=C(C1)Cl)C)C1=C(C=CC=C1)NC(=O)NCC(OCC)OCC (1-[2-((R)-6,8-Dichloro-2-methyl-1,2,3,4-tetrahydroisoquinolin-4-yl)phenyl]-3-(2,2-diethoxyethyl)urea), C(O)([O-])=O.[Na+] (sodium hydrogencarbonate). Starting materials: C1CCOC1, COC(=O)CCCCC(=O)Nc1ccc(C(=O)NN=C2C(=O)Nc3ccc(I)cc32)cc1, [Na+], [OH-], O. Yields the product O=C(O)CCCCC(=O)Nc1ccc(C(=O)NN=C2C(=O)Nc3ccc(I)cc32)cc1. As a reaction SMILES: [CH2:35]1[O:36][CH2:37][CH2:38][CH2:39]1.[I:1][c:2]1[cH:3][c:4]2[c:8]([cH:9][cH:10]1)[NH:7][C:6](=[O:11])[C:5]2=[N:12][NH:13][C:14](=[O:15])[c:16]1[cH:17][cH:18][c:19]([NH:22][C:23]([CH2:24][CH2:25][CH2:26][CH2:27][C:28](=[O:29])[O:30][CH3:31])=[O:32])[cH:20][cH:21]1.[Na+:34].[OH-:33].[OH2:40]>>[I:1][c:2]1[cH:3][c:4]2[c:8]([cH:9][cH:10]1)[NH:7][C:6](=[O:11])[C:5]2=[N:12][NH:13][C:14](=[O:15])[c:16]1[cH:17][cH:18][c:19]([NH:22][C:23]([CH2:24][CH2:25][CH2:26][CH2:27][C:28](=[O:29])[OH:30])=[O:32])[cH:20][cH:21]1. Reactants: COCCOCCO (Methyl Carbitol), O (water), C(C=C)(=O)O (acrylic acid), C1(=CC=C(C=C1)S(=O)(=O)O)C (p-toluenesulfonic acid). Run in C1(=CC=CC=C1)C (toluene). Yields the product COC(COCCO)O (Mono-methoxy diethylene glycol). RXN SMILES: [CH3:1][O:2][CH2:3][CH2:4][O:5][CH2:6][CH2:7][OH:8].C(O)(=[O:12])C=C.C1(C)C=CC(S(O)(=O)=O)=CC=1.O>C1(C)C=CC=CC=1>[CH3:1][O:2][CH:3]([OH:12])[CH2:4][O:5][CH2:6][CH2:7][OH:8]. Procedure: 682 grams Methyl Carbitol (diethylene glycol monomethyl ether, Union Carbide) were azeotropically esterified with 598.9 grams acrylic acid in 272 grams toluene in the presence of 22.8 grams p-toluenesulfonic acid and inhibitors until no more water was collected. Conditions were 95°-98° C., nitrogen sparge in vacuo. On completion, the product was washed and neutralized with sodium carbonate. 1,300 ppm p-methoxyphenol were added and solvent removed at 80° C. at maximum vacuum with an air sparge. F...